This data is from the Open Reaction Database (ORD), a public repository of structured organic reaction records. The task is: describe an organic reaction: reactants, conditions, products, and yield Starting materials: CCC(=O)Cl, C1CCOC1, O=C1NC(Cc2ccccc2)CO1, [Li]CCCC, CCCCCC, CCOC(C)=O. Product: CCC(=O)N1C(=O)OCC1Cc1ccccc1. RXN SMILES: [C:30]([Cl:31])(=[O:32])[CH2:33][CH3:34].[CH2:12]1[CH2:13][CH2:14][CH2:15][O:16]1.[CH2:17]([c:18]1[cH:19][cH:20][cH:21][cH:22][cH:23]1)[CH:24]1[NH:25][C:26](=[O:29])[O:27][CH2:28]1.[CH2:7]([Li:8])[CH2:9][CH2:10][CH3:11].[CH3:1][CH2:2][CH2:3][CH2:4][CH2:5][CH3:6].[CH3:35][CH2:36][O:37][C:38](=[O:39])[CH3:40]>>[CH3:13][CH2:14][C:15](=[O:16])[N:25]1[CH:24]([CH2:17][c:18]2[cH:19][cH:20][cH:21][cH:22][cH:23]2)[CH2:28][O:27][C:26]1=[O:29]. Reactants: Cc1ccccc1, COc1ccccc1C=O, CC(Cc1ccccc1)NC(=O)c1c(N)ccnc1C(F)(F)F, Cc1ccc(S(=O)(=O)O)cc1. The product is COc1ccccc1C1Nc2ccnc(C(F)(F)F)c2C(=O)N1C(C)Cc1ccccc1. As a reaction SMILES: [CH3:45][c:46]1[cH:47][cH:48][cH:49][cH:50][cH:51]1.[CH:24]([c:25]1[c:26]([O:31][CH3:32])[cH:27][cH:28][cH:29][cH:30]1)=[O:33].[NH2:1][c:2]1[cH:3][cH:4][n:5][c:6]([C:20]([F:21])([F:22])[F:23])[c:7]1[C:8](=[O:9])[NH:10][CH:11]([CH2:12][c:13]1[cH:14][cH:15][cH:16][cH:17][cH:18]1)[CH3:19].[c:34]1([CH3:35])[cH:36][cH:37][c:38]([S:39]([OH:40])(=[O:41])=[O:42])[cH:43][cH:44]1>>[NH:1]1[c:2]2[cH:3][cH:4][n:5][c:6]([C:20]([F:21])([F:22])[F:23])[c:7]2[C:8](=[O:9])[N:10]([CH:11]([CH2:12][c:13]2[cH:14][cH:15][cH:16][cH:17][cH:18]2)[CH3:19])[CH:24]1[c:25]1[c:26]([O:31][CH3:32])[cH:27][cH:28][cH:29][cH:30]1.